From a dataset of the Open Reaction Database (ORD), a public repository of structured organic reaction records. describe an organic reaction: reactants, conditions, products, and yield Starting materials: C(=O)(OC)C1(CC2=CC=CC=C2CC1)CSC(C)(C)C (2-carbomethoxy-2-(t-butyl)thiomethyl-1,2,3,4-tetrahydronaphthalene), [OH-].[Li+] (lithium hydroxide). Solvent: CO (methanol), O (water). Product: C(=O)(O)C1(CC2=CC=CC=C2CC1)CSC(C)(C)C (2-Carboxy-2-(t-butyl)thiomethyl-1,2,3,4-tetrahydronaphthalene). The yield is 99.0%. Reaction SMILES: [C:1]([C:5]1([CH2:15][S:16][C:17]([CH3:20])([CH3:19])[CH3:18])[CH2:14][CH2:13][C:12]2[C:7](=[CH:8][CH:9]=[CH:10][CH:11]=2)[CH2:6]1)([O:3]C)=[O:2].[OH-].[Li+]>CO.O>[C:1]([C:5]1([CH2:15][S:16][C:17]([CH3:20])([CH3:19])[CH3:18])[CH2:14][CH2:13][C:12]2[C:7](=[CH:8][CH:9]=[CH:10][CH:11]=2)[CH2:6]1)([OH:3])=[O:2] |f:1.2|. Procedure: Dissolve 2-carbomethoxy-2-(t-butyl)thiomethyl-1,2,3,4-tetrahydronaphthalene (2.5 g, 8.6 mmol) in methanol (50 mL) and add 1N lithium hydroxide (15 mL, 15 mmol). Stir at reflux for 12 hours and at room temperature for an additional 12 hours. Dilute with water (10 mL) and concentrate in vacuo to 20 mL. Wash with ethyl ether and acidify the aqueous phase with 2N hydrochloric acid. Extract with methylene chloride (2×25 mL), dry (MgSO4) and evaporate the solvent in vacuo to give the title compound as... Reactants: O=CC1CCCCC1, Cl, Cl, c1cc2c(cc1OCCCN1CCCCC1)CNCC2. Yields the product c1cc2c(cc1OCCCN1CCCCC1)CN(CC1CCCCC1)CC2. Reaction SMILES: [CH:23]1([CH:29]=[O:30])[CH2:24][CH2:25][CH2:26][CH2:27][CH2:28]1.[ClH:1].[ClH:2].[N:3]1([CH2:9][CH2:10][CH2:11][O:12][c:13]2[cH:14][cH:15][c:16]3[c:21]([cH:22]2)[CH2:20][NH:19][CH2:18][CH2:17]3)[CH2:4][CH2:5][CH2:6][CH2:7][CH2:8]1>>[N:3]1([CH2:9][CH2:10][CH2:11][O:12][c:13]2[cH:14][cH:15][c:16]3[c:21]([cH:22]2)[CH2:20][N:19]([CH2:29][CH:23]2[CH2:24][CH2:25][CH2:26][CH2:27][CH2:28]2)[CH2:18][CH2:17]3)[CH2:4][CH2:5][CH2:6][CH2:7][CH2:8]1.